This data is from the Open Reaction Database (ORD), a public repository of structured organic reaction records. The task is: describe an organic reaction: reactants, conditions, products, and yield Starting materials: ClC1=CC=C(CN)C=C1 (4-chlorobenzylamine), solution, C[Al](C)C (trimethylaluminum), FC=1C=C2C(=C(C=NC2=CC1)C(=O)OCC)O (ethyl 6-fluoro-4-hydroxy-3-quinolinecarboxylate), Cl (hydrochloric acid). The solvent is C1(=CC=CC=C1)C (toluene), C1(=CC=CC=C1)C (toluene). Conditions: temperature 0 celsius, time 5 minute. Product: ClC1=CC=C(C=C1)CNC(=O)C=1C=NC2=CC=C(C=C2C1O)F (N-[(4-Chlorophenyl)methyl]-6-fluoro-4-hydroxy-3-quinoline-carboxamide), solid. As a reaction SMILES: [Cl:1][C:2]1[CH:9]=[CH:8][C:5]([CH2:6][NH2:7])=[CH:4][CH:3]=1.C[Al](C)C.[F:14][C:15]1[CH:16]=[C:17]2[C:22](=[CH:23][CH:24]=1)[N:21]=[CH:20][C:19]([C:25](OCC)=[O:26])=[C:18]2[OH:30].Cl>C1(C)C=CC=CC=1>[Cl:1][C:2]1[CH:9]=[CH:8][C:5]([CH2:6][NH:7][C:25]([C:19]2[CH:20]=[N:21][C:22]3[C:17]([C:18]=2[OH:30])=[CH:16][C:15]([F:14])=[CH:24][CH:23]=3)=[O:26])=[CH:4][CH:3]=1. Procedure details: To a 0° C. solution of 4-chlorobenzylamine (0.52 mL) in 5 mL of toluene is added 2.13 mL of a 2.0 M solution of trimethylaluminum in tolune. The solution is stirred for 5 min at 0° C. and then a suspension of 0.50 g of ethyl 6-fluoro-4-hydroxy-3-quinolinecarboxylate (J. Amer. Chem. Soc., 69, 371 (1947)) in 5 mL of toluene is added. The solution is stirred at 0° C. for an additional 10 min and then it is stirred 18 h at 90° C. The mixture is cooled to 25° C. and it is poured onto a mixture of a l... The reactants are ClC1=CC(=CC=C1)C(=O)OO (meta-chloroperbenzoic acid), NC1=NC(=CC(=N1)NCCCC)Cl (2-amino-4-butylamino-6-chloropyrimidine), O (water). Solvent: C(C)O (ethanol), C(C)O (ethanol). Reaction conditions: time 2 hour. Product: NC1=NC(=CC(=[N+]1[O-])NCCCC)Cl (2-amino-4-butylamino-6-chloropyrimidine 3-oxide). The yield is 25.6%. Reaction SMILES: [NH2:1][C:2]1[N:7]=[C:6]([NH:8][CH2:9][CH2:10][CH2:11][CH3:12])[CH:5]=[C:4]([Cl:13])[N:3]=1.ClC1C=CC=C(C(OO)=[O:22])C=1.O>C(O)C>[NH2:1][C:2]1[N+:7]([O-:22])=[C:6]([NH:8][CH2:9][CH2:10][CH2:11][CH3:12])[CH:5]=[C:4]([Cl:13])[N:3]=1. Procedure details: 8.5 g of 2-amino-4-butylamino-6-chloropyrimidine are dissolved in 150 ml of ethanol. 19.95 g of meta-chloroperbenzoic acid are added dropwise as solution in 150 ml of ethanol. The reaction mixture is stirred at room temperature for 2 hours. 250 ml of water are added and ethanol is then evaporated off. The pH is adjusted to 1 with concentrated hydrochloric acid. After 1 hour's stirring, the precipitate is filtered off on sintered glass, rinsed with 50 ml of water and discarded. The pH of the solu... Reactants: C(C)OC(=O)C1=CC=C(C=O)C=C1 (4-ethoxycarbonylbenzaldehyde), NC1=NNC=C1 (3-aminopyrazole), FC(C(CC(=O)OCC)=O)(F)F (ethyl trifluoroacetoacetate). Product: C(C)OC(=O)C1=CC=C(C=C1)C1C=2C(NC(=C1C(=O)OCC)C(F)(F)F)=NNC2 (Ethyl 4-(4-ethoxycarbonylphenyl)-4,7-dihydro-6-trifluoromethyl-2H-pyrazolo[3,4-b]pyridine-5-carboxylate). As a reaction SMILES: [CH2:1]([O:3][C:4]([C:6]1[CH:13]=[CH:12][C:9]([CH:10]=O)=[CH:8][CH:7]=1)=[O:5])[CH3:2].[NH2:14][C:15]1[CH:19]=[CH:18][NH:17][N:16]=1.[F:20][C:21]([F:31])([F:30])[C:22](=O)[CH2:23][C:24]([O:26][CH2:27][CH3:28])=[O:25]>>[CH2:1]([O:3][C:4]([C:6]1[CH:13]=[CH:12][C:9]([CH:10]2[C:23]([C:24]([O:26][CH2:27][CH3:28])=[O:25])=[C:22]([C:21]([F:20])([F:30])[F:31])[NH:14][C:15]3=[N:16][NH:17][CH:18]=[C:19]23)=[CH:8][CH:7]=1)=[O:5])[CH3:2]. Procedure details: The title compound was prepared from 4-ethoxycarbonylbenzaldehyde, 3-aminopyrazole and ethyl trifluoroacetoacetate in the same manner as in Example 1. Reactants: CC(C)(C)NC(=O)N1C(=O)Cc2ccc(Cl)cc21, CN(C)c1ccncc1, CN(C)C=O, Cl, O, O=C(Cl)c1cccs1. Product: CC(C)(C)NC(=O)N1C(=O)C(C(=O)c2cccs2)c2ccc(Cl)cc21. As a reaction SMILES: [C:1]([CH3:2])([CH3:3])([CH3:4])[NH:5][C:6](=[O:7])[N:8]1[C:9](=[O:18])[CH2:10][c:11]2[cH:12][cH:13][c:14]([Cl:17])[cH:15][c:16]21.[CH3:29][N:30]([c:31]1[cH:32][cH:33][n:34][cH:35][cH:36]1)[CH3:37].[CH3:38][N:39]([CH3:40])[CH:41]=[O:42].[ClH:28].[OH2:27].[c:19]1([C:24](=[O:25])[Cl:26])[cH:20][cH:21][cH:22][s:23]1>>[C:1]([CH3:2])([CH3:3])([CH3:4])[NH:5][C:6](=[O:7])[N:8]1[C:9](=[O:18])[CH:10]([C:24]([c:19]2[cH:20][cH:21][cH:22][s:23]2)=[O:25])[c:11]2[cH:12][cH:13][c:14]([Cl:17])[cH:15][c:16]21. The reactants are O=C([O-])[O-], Cc1cc(CCl)ccc1[N+](=O)[O-], FC(F)(F)c1cc(C(F)(F)F)[nH]n1, [K+], [K+], CN(C)C=O, O. Yields the product Cc1cc(Cn2nc(C(F)(F)F)cc2C(F)(F)F)ccc1[N+](=O)[O-]. RXN SMILES: [C:26](=[O:27])([O-:28])[O-:29].[CH3:1][c:2]1[cH:3][c:4]([CH2:5][Cl:6])[cH:7][cH:8][c:9]1[N+:10](=[O:11])[O-:12].[F:13][C:14]([c:15]1[n:16][nH:17][c:18]([C:20]([F:21])([F:22])[F:23])[cH:19]1)([F:24])[F:25].[K+:30].[K+:31].[O:33]=[CH:34][N:35]([CH3:36])[CH3:37].[OH2:32]>>[CH3:1][c:2]1[cH:3][c:4]([CH2:5][n:16]2[c:15]([C:14]([F:13])([F:24])[F:25])[cH:19][c:18]([C:20]([F:21])([F:22])[F:23])[n:17]2)[cH:7][cH:8][c:9]1[N+:10](=[O:11])[O-:12]. Reactants: [Br-], C[Mg+], CCOCC, [Cl-], ClCc1cccnc1, Cl, [NH4+], c1ccccc1, c1ccc2[nH]ccc2c1. The product is c1cncc(Cc2c[nH]c3ccccc23)c1. RXN SMILES: [Br-:10].[CH3:11][Mg+:12].[CH3:24][CH2:25][O:26][CH2:27][CH3:28].[Cl-:22].[Cl:14][CH2:15][c:16]1[cH:17][n:18][cH:19][cH:20][cH:21]1.[ClH:13].[NH4+:23].[cH:29]1[cH:30][cH:31][cH:32][cH:33][cH:34]1.[nH:1]1[cH:2][cH:3][c:4]2[cH:5][cH:6][cH:7][cH:8][c:9]12>>[nH:1]1[cH:2][c:3]([CH2:15][c:16]2[cH:17][n:18][cH:19][cH:20][cH:21]2)[c:4]2[cH:5][cH:6][cH:7][cH:8][c:9]12. Reactants: CN(C)C=O, Sc1ccc(Cl)cc1Cl, N#Cc1cnc2ccsc2c1Cl. Product: N#Cc1cnc2ccsc2c1Sc1ccc(Cl)cc1Cl. As a reaction SMILES: [CH3:22][N:23]([CH3:24])[CH:25]=[O:26].[Cl:13][c:14]1[c:15]([SH:21])[cH:16][cH:17][c:18]([Cl:20])[cH:19]1.[Cl:1][c:2]1[c:3]2[c:4]([n:5][cH:6][c:7]1[C:8]#[N:9])[cH:10][cH:11][s:12]2>>[c:2]1([S:21][c:15]2[c:14]([Cl:13])[cH:19][c:18]([Cl:20])[cH:17][cH:16]2)[c:3]2[c:4]([n:5][cH:6][c:7]1[C:8]#[N:9])[cH:10][cH:11][s:12]2.